From a dataset of the Open Reaction Database (ORD), a public repository of structured organic reaction records. describe an organic reaction: reactants, conditions, products, and yield Starting materials: [Ag+2], O=C([O-])[O-], O=C(NCCc1c[nH]c2ccc(Cl)cc12)c1cnco1, ClCCl, O, Ic1ccccc1, c1ccc(P(c2ccccc2)c2ccccc2)cc1. Product: O=C(NCCc1c[nH]c2ccc(Cl)cc12)c1cnc(-c2ccccc2)o1. RXN SMILES: [Ag+2:54].[C:50](=[O:51])([O-:52])[O-:53].[Cl:1][c:2]1[cH:3][c:4]2[c:5]([CH2:11][CH2:12][NH:13][C:14](=[O:15])[c:16]3[cH:17][n:18][cH:19][o:20]3)[cH:6][nH:7][c:8]2[cH:9][cH:10]1.[Cl:28][CH2:29][Cl:30].[OH2:55].[c:21]1([I:27])[cH:22][cH:23][cH:24][cH:25][cH:26]1.[c:31]1([P:32]([c:33]2[cH:34][cH:35][cH:36][cH:37][cH:38]2)[c:39]2[cH:40][cH:41][cH:42][cH:43][cH:44]2)[cH:45][cH:46][cH:47][cH:48][cH:49]1>>[Cl:1][c:2]1[cH:3][c:4]2[c:5]([CH2:11][CH2:12][NH:13][C:14](=[O:15])[c:16]3[cH:17][n:18][c:19](-[c:21]4[cH:22][cH:23][cH:24][cH:25][cH:26]4)[o:20]3)[cH:6][nH:7][c:8]2[cH:9][cH:10]1. The reactants are solution, CSC (dimethylsulphide), COC1=CC=C(C=NS(=O)(=O)C2=CC=C(C=C2)C)C=C1 (N-(4-methoxybenzylidene)toluene-p-sulphonamide), C1(=CC=CC=C1)C=[N+]=[N-] (phenyldiazomethane). Reagents/catalysts: C(C)(=O)[O-].[Rh+2].C(C)(=O)[O-] (rhodium (II) acetate). Solvent: C(C)(C)(C)OC (t-butylmethylether), ClCCl (dichloromethane). Product: COC1=CC=C(C=C1)[C@@H]1N([C@H]1C1=CC=CC=C1)S(=O)(=O)C1=CC=C(C=C1)C (Trans-2-(4-Methoxyphenyl)-3-phenyl-1-(4-methylphenylsulphonyl)aziridine). The yield is 51.0%. Reaction SMILES: CSC.[CH3:4][O:5][C:6]1[CH:23]=[CH:22][C:9]([CH:10]=[N:11][S:12]([C:15]2[CH:20]=[CH:19][C:18]([CH3:21])=[CH:17][CH:16]=2)(=[O:14])=[O:13])=[CH:8][CH:7]=1.[C:24]1([CH:30]=[N+]=[N-])[CH:29]=[CH:28][CH:27]=[CH:26][CH:25]=1>ClCCl.C(OC)(C)(C)C.C([O-])(=O)C.[Rh+2].C([O-])(=O)C>[CH3:4][O:5][C:6]1[CH:7]=[CH:8][C:9]([C@H:10]2[C@H:30]([C:24]3[CH:29]=[CH:28][CH:27]=[CH:26][CH:25]=3)[N:11]2[S:12]([C:15]2[CH:20]=[CH:19][C:18]([CH3:21])=[CH:17][CH:16]=2)(=[O:14])=[O:13])=[CH:22][CH:23]=1 |f:5.6.7|. Reported procedure: To a stirred solution of dimethylsulphide (7 μl, 0.1 mmol), rhodium (II) acetate (2 mg, 0.005 mmol) and N-(4-methoxybenzylidene)toluene-p-sulphonamide (144 mg, 0.5 mmol) in dichloromethane (2 ml) was added phenyldiazomethane (prepared as in Example 36; 8.96 ml of a 0.067M solution in t-butylmethylether) over a period of 12 hours. Upon completion of the addition the solvent was removed in vacuo and the residue was chromatographed using silica gel eluting with 15:85 ethyl acetate:petrol to give th...